This data is from the Open Reaction Database (ORD), a public repository of structured organic reaction records. The task is: describe an organic reaction: reactants, conditions, products, and yield The reactants are COc1ccc(CN(Cc2ccc(OC)cc2)c2ncc(-c3nc(N4CCOCC4)nc4c3CCN4c3ccc(C(=O)O)cc3)cn2)cc1, CNCCN(C)C. Product: COc1ccc(CN(Cc2ccc(OC)cc2)c2ncc(-c3nc(N4CCOCC4)nc4c3CCN4c3ccc(C(=O)N(C)CCN(C)C)cc3)cn2)cc1. Reaction SMILES: [CH3:1][O:2][c:3]1[cH:4][cH:5][c:6]([CH2:7][N:8]([c:9]2[n:10][cH:11][c:12](-[c:15]3[c:16]4[c:17]([n:18][c:19]([N:21]5[CH2:22][CH2:23][O:24][CH2:25][CH2:26]5)[n:20]3)[N:27]([c:30]3[cH:31][cH:32][c:33]([C:34](=[O:35])[OH:36])[cH:37][cH:38]3)[CH2:28][CH2:29]4)[cH:13][n:14]2)[CH2:39][c:40]2[cH:41][cH:42][c:43]([O:46][CH3:47])[cH:44][cH:45]2)[cH:48][cH:49]1.[CH3:50][N:51]([CH2:52][CH2:53][NH:54][CH3:55])[CH3:56]>>[CH3:1][O:2][c:3]1[cH:4][cH:5][c:6]([CH2:7][N:8]([c:9]2[n:10][cH:11][c:12](-[c:15]3[c:16]4[c:17]([n:18][c:19]([N:21]5[CH2:22][CH2:23][O:24][CH2:25][CH2:26]5)[n:20]3)[N:27]([c:30]3[cH:31][cH:32][c:33]([C:34](=[O:36])[N:54]([CH2:53][CH2:52][N:51]([CH3:50])[CH3:56])[CH3:55])[cH:37][cH:38]3)[CH2:28][CH2:29]4)[cH:13][n:14]2)[CH2:39][c:40]2[cH:41][cH:42][c:43]([O:46][CH3:47])[cH:44][cH:45]2)[cH:48][cH:49]1. Starting materials: CN1N=CC(=C1C)CN1CCN(CC1)C1=NC=CN=C1C1=CC=C(CN)C=C1 (4-[4-(1,5-dimethyl-1H-pyrazol-4-ylmethyl)-3,4,5,6-tetrahydro-2H-[1,2′]bipyrazinyl-3′-yl]-benzylamine), N(=C=O)CC (isocyanato-ethane). The reagents and catalysts are CN(C1=CC=NC=C1)C (4-(dimethylamino)pyridine). Solvent: O1CCCC1 (tetrahydrofuran). Conditions: temperature 50 celsius. Yields the product CN1N=CC(=C1C)CN1CCN(CC1)C1=NC=CN=C1C1=CC=C(CNC(=O)NCC)C=C1 (1-{4-[4-(1,5-dimethyl-1H-pyrazol-4-ylmethyl)-3,4,5,6-tetrahydro-2H-[1,2′]bipyrazinyl-3′-yl]-benzyl}-3-ethyl-urea). Isolated yield 66.9%. RXN SMILES: [CH3:1][N:2]1[C:6]([CH3:7])=[C:5]([CH2:8][N:9]2[CH2:14][CH2:13][N:12]([C:15]3[C:20]([C:21]4[CH:28]=[CH:27][C:24]([CH2:25][NH2:26])=[CH:23][CH:22]=4)=[N:19][CH:18]=[CH:17][N:16]=3)[CH2:11][CH2:10]2)[CH:4]=[N:3]1.[N:29]([CH2:32][CH3:33])=[C:30]=[O:31]>O1CCCC1.CN(C)C1C=CN=CC=1>[CH3:1][N:2]1[C:6]([CH3:7])=[C:5]([CH2:8][N:9]2[CH2:10][CH2:11][N:12]([C:15]3[C:20]([C:21]4[CH:22]=[CH:23][C:24]([CH2:25][NH:26][C:30]([NH:29][CH2:32][CH3:33])=[O:31])=[CH:27][CH:28]=4)=[N:19][CH:18]=[CH:17][N:16]=3)[CH2:13][CH2:14]2)[CH:4]=[N:3]1. Reported procedure: Dissolve 4-[4-(1,5-dimethyl-1H-pyrazol-4-ylmethyl)-3,4,5,6-tetrahydro-2H-[1,2′]bipyrazinyl-3′-yl]-benzylamine (0.35 g, 0.93 mmol) in tetrahydrofuran (6 mL). Add isocyanato-ethane (1 eq., 0.06 g, 0.84 mmol). Add 4-(dimethylamino)pyridine (0.05 eq., 0.005 g, 0.043 mmol). Heat at 50° C. for 17 hr. Purify by normal phase chromatography with eluent 4% 7N ammonia-methanol/ethyl acetate to give 1-{4-[4-(1,5-dimethyl-1H-pyrazol-4-ylmethyl)-3,4,5,6-tetrahydro-2H-[1,2′]bipyrazinyl-3′-yl]-benzyl}-3-ethyl-u... Starting materials: [Cl-], CCOC(=O)CC1CCCN1C(=O)c1ccc(C(=O)NC(C)c2nc3cc(Cl)ccc3[nH]2)cc1Cl, Cl, [Li+], [Na+], C1CCOC1, [OH-]. The product is CC(NC(=O)c1ccc(C(=O)N2CCCC2CC(=O)O)c(Cl)c1)c1nc2cc(Cl)ccc2[nH]1. Reaction SMILES: [Cl-:39].[Cl:1][c:2]1[cH:3][c:4]([C:5](=[O:6])[NH:7][CH:8]([CH3:9])[c:10]2[n:11][c:12]3[c:13]([nH:14]2)[cH:15][cH:16][c:17]([Cl:19])[cH:18]3)[cH:20][cH:21][c:22]1[C:23](=[O:24])[N:25]1[CH:26]([CH2:30][C:31](=[O:32])[O:33][CH2:34][CH3:35])[CH2:27][CH2:28][CH2:29]1.[Cl:40].[Li+:36].[Na+:38].[O:41]1[CH2:42][CH2:43][CH2:44][CH2:45]1.[OH-:37]>>[Cl:1][c:2]1[cH:3][c:4]([C:5](=[O:6])[NH:7][CH:8]([CH3:9])[c:10]2[n:11][c:12]3[c:13]([nH:14]2)[cH:15][cH:16][c:17]([Cl:19])[cH:18]3)[cH:20][cH:21][c:22]1[C:23](=[O:24])[N:25]1[CH:26]([CH2:30][C:31](=[O:32])[OH:33])[CH2:27][CH2:28][CH2:29]1. Procedure: Benzoyl isothiocyanate (1.3 mL, 9.8 mmol) was added to tert-butyl {2-[(5-carbamoyl-1H-imidazol-4-yl)amino]ethyl}carbamate (2.5 g, 9.3 mmol, obtained from Example 26(a)) in dichloromethane (25 mL) and methanol (0.050 mL) at 0° C. The mixture was allowed to reach r.t. and stirred for 3 h. After removal of solvents, the residue was dissolved in ammonia (7 N in methanol, 30 mL) and subjected to microwave heating at 80° C. for 5 h. The solvent was then evaporated and the Boc-protected product was pur... Solvent: ClCCl (dichloromethane), ClCCl (dichloromethane), CO (methanol). The reactants are FC(C(=O)O)(F)F (trifluoroacetic acid), material, C(C1=CC=CC=C1)(=O)N=C=S (Benzoyl isothiocyanate), C(N)(=O)C1=C(N=CN1)NCCNC(OC(C)(C)C)=O (tert-butyl {2-[(5-carbamoyl-1H-imidazol-4-yl)amino]ethyl}carbamate), FC(C(=O)O)(F)F (trifluoroacetic acid). The yield is 67.0%. Reaction SMILES: C(N=[C:10]=[S:11])(=O)C1C=CC=CC=1.[C:12]([C:15]1[NH:19][CH:18]=[N:17][C:16]=1[NH:20][CH2:21][CH2:22][NH:23]C(=O)OC(C)(C)C)(=[O:14])[NH2:13].[F:31][C:32]([F:37])([F:36])[C:33]([OH:35])=[O:34]>ClCCl.CO>[F:31][C:32]([F:37])([F:36])[C:33]([OH:35])=[O:34].[NH2:23][CH2:22][CH2:21][N:20]1[C:16]2[N:17]=[CH:18][NH:19][C:15]=2[C:12](=[O:14])[NH:13][C:10]1=[S:11] |f:5.6|. Yields the product FC(C(=O)O)(F)F.NCCN1C(NC(C=2NC=NC12)=O)=S (3-(2-Aminoethyl)-2-thioxo-1,2,3,7-tetrahydro-6H-purin-6-one trifluoroacetate). Reaction conditions: temperature 80 celsius, time 3 hour.